Task: describe an organic reaction: reactants, conditions, products, and yield. Dataset: the Open Reaction Database (ORD), a public repository of structured organic reaction records The reactants are BrC1=C(C(=C(C(=C1)F)O)[N+](=O)[O-])C (4-bromo-6-fluoro-3-methyl-2-nitrophenol). The reagents and catalysts are [Pt] (platinum on carbon). The solvent is CO (methanol). Run at time 8 hour. The product is NC1=C(C(=CC(=C1C)Br)F)O (2-amino-4-bromo-6-fluoro-3-methylphenol). The yield is 106.5%. As a reaction SMILES: [Br:1][C:2]1[CH:7]=[C:6]([F:8])[C:5]([OH:9])=[C:4]([N+:10]([O-])=O)[C:3]=1[CH3:13]>CO.[Pt]>[NH2:10][C:4]1[C:3]([CH3:13])=[C:2]([Br:1])[CH:7]=[C:6]([F:8])[C:5]=1[OH:9]. Procedure: A mixture of 4-bromo-6-fluoro-3-methyl-2-nitrophenol (0.69 g, 2.76 mmol) in methanol (10 mL) was purged with nitrogen, treated with 10% platinum on carbon (0.027 g, 0.014 mmol) and then stirred under hydrogen (50 psi) overnight. The mixture was filtered over Celite (washing with methanol and dichloromethane) and the filtrate was concentrated to afford 2-amino-4-bromo-6-fluoro-3-methylphenol (647 mg) as a light brown solid, which was used directly without further purification. 1H NMR (400 MHz, DM... Starting materials: N(=[N+]=[N-])CCN1C(=CC(=C1)C1=CC=CC=C1)C (1-(2-azidoethyl)-2-methyl-4-phenyl-pyrrole). Reagents/catalysts: [C].[Pd] (Palladium-carbon). Run in CO (methanol). Product: CC=1N(C=C(C1)C1=CC=CC=C1)CCN (2-(2-methyl-4-phenyl-pyrrol-1-yl)ethanamine). Yield: 82.7%. RXN SMILES: [N:1]([CH2:4][CH2:5][N:6]1[CH:10]=[C:9]([C:11]2[CH:16]=[CH:15][CH:14]=[CH:13][CH:12]=2)[CH:8]=[C:7]1[CH3:17])=[N+]=[N-]>CO.[C].[Pd]>[CH3:17][C:7]1[N:6]([CH2:5][CH2:4][NH2:1])[CH:10]=[C:9]([C:11]2[CH:16]=[CH:15][CH:14]=[CH:13][CH:12]=2)[CH:8]=1 |f:2.3|. Procedure: 10% Palladium-carbon (100 mg) was added to a solution of 1-(2-azidoethyl)-2-methyl-4-phenyl-pyrrole (640 mg, 2.96 mmol) in methanol (20 mL) at room temperature and hydrogenated at atmospheric pressure for 27 h. The catalyst was filtered and washed with methanol (20 mL). The combined filtrate and washings were concentrated in vacuo to afford 2-(2-methyl-4-phenyl-pyrrol-1-yl)ethanamine (490 mg, 83%) as a brown syrup. Product: OCCCC=1OC2=C(C1)C=C(C=C2)C=2C=C(C#N)C=CC2 (3-[2-(3-hydroxypropyl)-1-benzofuran-5-yl]benzonitrile). Reaction SMILES: Br[C:2]1[CH:3]=[CH:4][C:5]2[O:9][C:8]([CH2:10][CH2:11][CH2:12][OH:13])=[CH:7][C:6]=2[CH:14]=1.[C:15]([C:17]1[CH:18]=[C:19](B(O)O)[CH:20]=[CH:21][CH:22]=1)#[N:16]>>[OH:13][CH2:12][CH2:11][CH2:10][C:8]1[O:9][C:5]2[CH:4]=[CH:3][C:2]([C:21]3[CH:22]=[C:17]([CH:18]=[CH:19][CH:20]=3)[C:15]#[N:16])=[CH:14][C:6]=2[CH:7]=1. Reported procedure: The product from Example 170A (193 mg, 0.80 mmol) and 3-cyanophenylboronic acid is processed as described in Example 112C to provide the title compound. Starting materials: BrC=1C=CC2=C(C=C(O2)CCCO)C1 (3-(5-bromo-1-benzofuran-2-yl)-1-propanol), C(#N)C=1C=C(C=CC1)B(O)O (3-cyanophenylboronic acid). Reactants: CS(=O)(=O)c1cc(C(=O)O)c(Cl)cc1Cl, Cl, N. The product is CS(=O)(=O)c1cc(C(=O)O)c(N)cc1Cl. RXN SMILES: [Cl:1][c:2]1[c:3]([C:4](=[O:5])[OH:6])[cH:7][c:8]([S:12](=[O:13])(=[O:14])[CH3:15])[c:9]([Cl:11])[cH:10]1.[ClH:17].[NH3:16]>>[c:2]1([NH2:16])[c:3]([C:4](=[O:5])[OH:6])[cH:7][c:8]([S:12](=[O:13])(=[O:14])[CH3:15])[c:9]([Cl:11])[cH:10]1. The reactants are O=C([O-])O, COc1ccc(Br)c(C=O)c1OC(C)=O, CO, [Na+]. Yields the product COc1ccc(Br)c(C=O)c1O. RXN SMILES: [C:16](=[O:17])([OH:18])[O-:19].[C:1](=[O:2])([CH3:3])[O:4][c:5]1[c:6]([CH:7]=[O:8])[c:9]([Br:15])[cH:10][cH:11][c:12]1[O:13][CH3:14].[CH3:21][OH:22].[Na+:20]>>[OH:4][c:5]1[c:6]([CH:7]=[O:8])[c:9]([Br:15])[cH:10][cH:11][c:12]1[O:13][CH3:14]. Reactants: C(C)OC(/C=C/C=1C(=NC(=NC1C)SC)NC1=CC=C(C(=O)OC(C)(C)C)C=C1)=O (tert-butyl 4-{[5-[(1E)-3-ethoxy-3-oxo-1-propenyl]-6-methyl-2-(methylsulfanyl)-4-pyrimidinyl]amino}benzoate), C1CCC2=NCCCN2CC1 (DBU), O (water). Run in C(C)(C)N(C(C)C)CC (N,N-diisopropylethylamine), C1CCOC1 (THF). Product: CC=1C2=C(N=C(N1)SC)N(C(C=C2)=O)C2=CC=C(C(=O)OC(C)(C)C)C=C2 (tert-butyl 4-(4-methyl-2-(methylsulfanyl)-7-oxopyrido[2,3-d]pyrimidin-8(7H)-yl)benzoate). Yield: 70.8%. As a reaction SMILES: C(O[C:4](=[O:30])/[CH:5]=[CH:6]/[C:7]1[C:8]([NH:16][C:17]2[CH:29]=[CH:28][C:20]([C:21]([O:23][C:24]([CH3:27])([CH3:26])[CH3:25])=[O:22])=[CH:19][CH:18]=2)=[N:9][C:10]([S:14][CH3:15])=[N:11][C:12]=1[CH3:13])C.C1CCN2C(=NCCC2)CC1.O>C(N(CC)C(C)C)(C)C.C1COCC1>[CH3:13][C:12]1[C:7]2[CH:6]=[CH:5][C:4](=[O:30])[N:16]([C:17]3[CH:18]=[CH:19][C:20]([C:21]([O:23][C:24]([CH3:26])([CH3:27])[CH3:25])=[O:22])=[CH:28][CH:29]=3)[C:8]=2[N:9]=[C:10]([S:14][CH3:15])[N:11]=1. Reported procedure: A mixture of compound H (19 g; 0.04423 mol) and DBU (14 mL; 0.0936) in 110 mL of N,N-diisopropylethylamine and 30 mL of THF was refluxed for 30 h. The reaction mixture was poured into 600 mL of iced water and extracted with ethyl acetate (3×500 mL). The organic phase was washed with water and brine, dried over anhydrous sodium sulphate and concentrated. The crude was purified by silica gel column chromatography (eluant: n-hexane/ethyl acetate=2/1 to 1/2) to yield compound 1 (12 g; 71%) as a yell... Starting materials: BrC1=C(C(=C(C=C1)F)F)C (1-bromo-3,4-difluoro-2-methylbenzene), N#N.CCO (nitrogen EtOH), R-(+)-propylene oxide, solution, [Li]C(C)CC (sec-BuLi), C1CCCCC1 (cyclohexane), solution, B(F)(F)F (BF3), C(C)OCC (diethyl ether). The solvent is C1CCOC1 (THF), C1CCOC1 (THF). Conditions: temperature -105 celsius, time 10 minute. The product is FC=1C(=C(C=CC1F)C[C@@H](C)O)C ((2R)-1-(3,4-difluoro-2-methylphenyl)propan-2-ol). Yield: 71.0%. As a reaction SMILES: Br[C:2]1[CH:7]=[CH:6][C:5]([F:8])=[C:4]([F:9])[C:3]=1[CH3:10].N#N.[CH3:13][CH2:14][OH:15].[Li][CH:17](CC)C.C1CCCCC1.B(F)(F)F.C(OCC)C>C1COCC1>[F:9][C:4]1[C:3]([CH3:10])=[C:2]([CH2:13][C@H:14]([OH:15])[CH3:17])[CH:7]=[CH:6][C:5]=1[F:8] |f:1.2|. Procedure details: A solution of 1-bromo-3,4-difluoro-2-methylbenzene (4.14 g, 20 mmol) in 100 mL of anhydrous THF was cooled to −100° C. (liquid nitrogen/EtOH) under nitrogen. Then 1.4M solution of sec-BuLi in cyclohexane (15 mL, 21 mmol) was added dropwise at −100° C. to −90° C. The mixture was stirred at −100° C. to −90° C. for 10 min, then a solution of R-(+)-propylene oxide (1.51 g, 1.8 mL, 26 mmol) in 15 mL of THF was added dropwise at −100° C. to −90° C., then the mixture was cooled to −105° C. and a 46.5% ...